This data is from the Open Reaction Database (ORD), a public repository of structured organic reaction records. The task is: describe an organic reaction: reactants, conditions, products, and yield The reactants are S(=O)(Cl)Cl (Thionyl chloride), ClC1=C2C=CC=NC2=CC=C1C(O)C1=CC(=CC=C1)C(F)(F)F ((±)-5-chloro-α-[3-(trifluoromethyl)phenyl]-6-quinolinemethanol). Run in C(Cl)Cl (CH2Cl2). Run at time 8 hour. Product: ClC1=C2C=CC=NC2=CC=C1C(C1=CC(=CC=C1)C(F)(F)F)Cl ((±)-5-chloro-6-[chloro[3-(trifluoromethyl) phenyl]methyl]quinoline). Isolated yield 100.0%. RXN SMILES: S(Cl)([Cl:3])=O.[Cl:5][C:6]1[C:15]([CH:16]([C:18]2[CH:23]=[CH:22][CH:21]=[C:20]([C:24]([F:27])([F:26])[F:25])[CH:19]=2)O)=[CH:14][CH:13]=[C:12]2[C:7]=1[CH:8]=[CH:9][CH:10]=[N:11]2>C(Cl)Cl>[Cl:5][C:6]1[C:15]([CH:16]([Cl:3])[C:18]2[CH:23]=[CH:22][CH:21]=[C:20]([C:24]([F:27])([F:26])[F:25])[CH:19]=2)=[CH:14][CH:13]=[C:12]2[C:7]=1[CH:8]=[CH:9][CH:10]=[N:11]2. Procedure details: Thionyl chloride (8 ml) was added dropwise to a solution of intermediate 5 (8 g) in CH2Cl2 (400 ml) at 0° C. and the mixture was stirred at room temperature overnight. The solvent was evaporated and the residue was partitioned between CH2Cl2 and water which was alkalized with a saturated K2CO3 solution. The separated organic layer was dried over MgSO4, filtered and the filtrate evaporated, yielding 8.4 g (100%) (±)-5-chloro-6-[chloro[3-(trifluoromethyl) phenyl]methyl]quinoline (intermediate 6). Reactants: CC(C)(C)C(O)CO, Cc1ccc(S(=O)(=O)Cl)cc1, c1ccncc1. Product: Cc1ccc(S(=O)(=O)OCC(O)C(C)(C)C)cc1. RXN SMILES: [CH3:1][C:2]([CH:3]([CH2:4][OH:5])[OH:6])([CH3:7])[CH3:8].[c:9]1([CH3:19])[cH:10][cH:11][c:12]([S:15](=[O:16])(=[O:17])[Cl:18])[cH:13][cH:14]1.[cH:20]1[cH:21][cH:22][n:23][cH:24][cH:25]1>>[CH3:1][C:2]([CH:3]([CH2:4][O:5][S:15]([c:12]1[cH:11][cH:10][c:9]([CH3:19])[cH:14][cH:13]1)(=[O:16])=[O:17])[OH:6])([CH3:7])[CH3:8].